This data is from the Open Reaction Database (ORD), a public repository of structured organic reaction records. The task is: describe an organic reaction: reactants, conditions, products, and yield Reactants: C1COCCN1, ClCCl, O=C1CC(=Cc2cccc3ccccc23)C(=O)O1. The product is O=C(O)C(=Cc1cccc2ccccc12)CC(=O)N1CCOCC1. Reaction SMILES: [CH2:19]1[CH2:20][O:21][CH2:22][CH2:23][NH:24]1.[Cl:25][CH2:26][Cl:27].[c:1]1([CH:11]=[C:12]2[C:13](=[O:14])[O:15][C:16](=[O:18])[CH2:17]2)[cH:2][cH:3][cH:4][c:5]2[cH:6][cH:7][cH:8][cH:9][c:10]12>>[c:1]1([CH:11]=[C:12]([C:13](=[O:14])[OH:15])[CH2:17][C:16](=[O:18])[N:24]2[CH2:19][CH2:20][O:21][CH2:22][CH2:23]2)[cH:2][cH:3][cH:4][c:5]2[cH:6][cH:7][cH:8][cH:9][c:10]12. Starting materials: COC(C1=CC=C(C=C1)C=1C=NC=CC1)=O (4-pyridin-3-yl-benzoic acid methyl ester), solution, [H-].C(C(C)C)[Al+]CC(C)C (diisobutylaluminum hydride). The solvent is C(Cl)Cl (methylene chloride). Reaction conditions: time 2 hour. Yields the product N1=CC(=CC=C1)C1=CC=C(C=C1)CO ((4-Pyridin-3-yl-phenyl)-methanol). The yield is 96.6%. As a reaction SMILES: C[O:2][C:3](=O)[C:4]1[CH:9]=[CH:8][C:7]([C:10]2[CH:11]=[N:12][CH:13]=[CH:14][CH:15]=2)=[CH:6][CH:5]=1.[H-].C([Al+]CC(C)C)C(C)C>C(Cl)Cl>[N:12]1[CH:13]=[CH:14][CH:15]=[C:10]([C:7]2[CH:8]=[CH:9][C:4]([CH2:3][OH:2])=[CH:5][CH:6]=2)[CH:11]=1 |f:1.2|. Procedure: To a solution of 4-pyridin-3-yl-benzoic acid methyl ester (124 mg in 5.0 mL dry methylene chloride) at -78° C. was added 1.46 mL of a 1M solution of diisobutylaluminum hydride in methylene chloride and the mixture stirred at low temperature. After 2 hours, the reaction was quenched by the addition of acetone, warmed to room temperature and stirred for 20 minutes with 1.5 mL of a 1M solution of tartaric acid. At this time the mixture was extracted with methylene chloride and the combined organics...